Dataset: the Open Reaction Database (ORD), a public repository of structured organic reaction records. Task: describe an organic reaction: reactants, conditions, products, and yield The reactants are CCC(CC)Oc1nc(C)nc2c1[nH]c(=O)n2-c1c(C)cc(C)cc1C, C1CCOC1, C[Si](C)(C)[N-][Si](C)(C)C, [Li+]. The product is CCC(CC)Oc1nc(C)nc2c1n(C)c(=O)n2-c1c(C)cc(C)cc1C. As a reaction SMILES: [CH2:1]([CH3:2])[CH:3]([CH2:4][CH3:5])[O:6][c:7]1[c:8]2[nH:9][c:10](=[O:26])[n:11](-[c:17]3[c:18]([CH3:25])[cH:19][c:20]([CH3:24])[cH:21][c:22]3[CH3:23])[c:12]2[n:13][c:14]([CH3:16])[n:15]1.[CH2:37]1[O:38][CH2:39][CH2:40][CH2:41]1.[CH3:27][Si:28]([N-:29][Si:30]([CH3:31])([CH3:32])[CH3:33])([CH3:34])[CH3:35].[Li+:36]>>[CH2:1]([CH3:2])[CH:3]([CH2:4][CH3:5])[O:6][c:7]1[c:8]2[n:9]([CH3:27])[c:10](=[O:26])[n:11](-[c:17]3[c:18]([CH3:25])[cH:19][c:20]([CH3:24])[cH:21][c:22]3[CH3:23])[c:12]2[n:13][c:14]([CH3:16])[n:15]1.